Dataset: the Open Reaction Database (ORD), a public repository of structured organic reaction records. Task: describe an organic reaction: reactants, conditions, products, and yield Reactants: CCn1c(=O)nc(-c2cccc(Cl)c2)c2ccc(C(C)OC(C)=O)nc21, CO, Cl, [Na+], [OH-]. Product: CCn1c(=O)nc(-c2cccc(Cl)c2)c2ccc(C(C)O)nc21. Reaction SMILES: [C:3](=[O:4])([CH3:5])[O:6][CH:7]([CH3:8])[c:9]1[cH:10][cH:11][c:12]2[c:13]([n:14]([CH2:26][CH3:27])[c:15](=[O:25])[n:16][c:17]2-[c:18]2[cH:19][c:20]([Cl:24])[cH:21][cH:22][cH:23]2)[n:28]1.[CH3:30][OH:31].[ClH:29].[Na+:2].[OH-:1]>>[OH:6][CH:7]([CH3:8])[c:9]1[cH:10][cH:11][c:12]2[c:13]([n:14]([CH2:26][CH3:27])[c:15](=[O:25])[n:16][c:17]2-[c:18]2[cH:19][c:20]([Cl:24])[cH:21][cH:22][cH:23]2)[n:28]1. The reactants are C(CCCC)[C@@H]1CC[C@H](CC1)C(=O)O (trans-4-pentylcyclohexanecarboxylic acid), FC([C@@H]1CC[C@H](CC1)O)(F)F (trans-4-trifluoromethylcyclohexanol). Yields the product C(CCCC)[C@@H]1CC[C@H](CC1)C(=O)O[C@@H]1CC[C@H](CC1)C(F)(F)F (trans-4-trifluoromethylcyclohexyl trans-4-pentylcyclohexanecarboxylate). Reaction SMILES: [CH2:1]([C@H:6]1[CH2:11][CH2:10][C@H:9]([C:12]([OH:14])=[O:13])[CH2:8][CH2:7]1)[CH2:2][CH2:3][CH2:4][CH3:5].[F:15][C:16]([F:25])([F:24])[C@H:17]1[CH2:22][CH2:21][C@H:20](O)[CH2:19][CH2:18]1>>[CH2:1]([C@H:6]1[CH2:7][CH2:8][C@H:9]([C:12]([O:14][C@H:20]2[CH2:21][CH2:22][C@H:17]([C:16]([F:25])([F:24])[F:15])[CH2:18][CH2:19]2)=[O:13])[CH2:10][CH2:11]1)[CH2:2][CH2:3][CH2:4][CH3:5]. Reported procedure: 0.005 mol of trans-4-pentylcyclohexanecarboxylic acid are esterified analogously to Example 4 using 0.005 mol of trans-4-trifluoromethylcyclohexanol (prepared as in Example 2). The product is obtained as a colourless solid. Starting materials: Br, CC(C)CN1C(=O)C(NC(=O)OCc2ccccc2)N=C(c2ccccc2)c2ccccc21, ClCCl. The product is CC(C)CN1C(=O)C(N)N=C(c2ccccc2)c2ccccc21. Reaction SMILES: [BrH:34].[CH2:1]([O:2][C:3](=[O:4])[NH:11][CH:12]1[C:13](=[O:33])[N:14]([CH2:29][CH:30]([CH3:31])[CH3:32])[c:15]2[c:16]([cH:25][cH:26][cH:27][cH:28]2)[C:17]([c:19]2[cH:20][cH:21][cH:22][cH:23][cH:24]2)=[N:18]1)[c:5]1[cH:6][cH:7][cH:8][cH:9][cH:10]1.[CH2:35]([Cl:36])[Cl:37]>>[NH2:11][CH:12]1[C:13](=[O:33])[N:14]([CH2:29][CH:30]([CH3:31])[CH3:32])[c:15]2[c:16]([cH:25][cH:26][cH:27][cH:28]2)[C:17]([c:19]2[cH:20][cH:21][cH:22][cH:23][cH:24]2)=[N:18]1. Starting materials: CN1C=CC2=CC(=CC(=C12)Br)OC (1-methyl-5-methoxy-7-bromoindole), C(C(=O)OC)(=O)OC (dimethyl oxalate), C(C)(C)(C)[Li] (tert-butyl lithium), pentanes. Run in C1CCOC1 (THF). Run at time 30 minute. Product: EtOAc hexanes, COC(C(=O)C=1C=C(C=C2C=CN(C12)C)OC)=O ((1-methyl-5-methoxy-1H-indol-7-yl)-oxo-acetic acid methyl ester). The yield is 54.7%. As a reaction SMILES: [CH3:1][N:2]1[C:10]2[C:5](=[CH:6][C:7]([O:12][CH3:13])=[CH:8][C:9]=2Br)[CH:4]=[CH:3]1.C([Li])(C)(C)C.[C:19](OC)(=[O:24])[C:20]([O:22][CH3:23])=[O:21]>C1COCC1>[CH3:23][O:22][C:20](=[O:21])[C:19]([C:9]1[CH:8]=[C:7]([O:12][CH3:13])[CH:6]=[C:5]2[C:10]=1[N:2]([CH3:1])[CH:3]=[CH:4]2)=[O:24]. Reported procedure: A solution of 1-methyl-5-methoxy-7-bromoindole (1.6 g, 6.66 mmol) in THF (44.5 mL) was cooled to −78° C. and a solution of tert-butyl lithium in pentanes (1.7 M, 8.62 mL, 14.7 mmol) added dropwise over 30 min. After 30 min at −78° C., the mixture was treated with dimethyl oxalate (1.96 g, 16.7 mmol) in one portion. After 15 min, the mixture was allowed to warm to room temperature and stirred 4 h. The reaction mixture was quenched with water, extracted with ethyl acetate, and the extracts washed ... Starting materials: COC(C1=C(C=CC(=C1)C(OC)OC)OCC1=CC=CC=C1)=O (2-(benzyloxy)-5-(dimethoxymethyl)benzoic acid methyl ester), [H-].[Al+3].[Li+].[H-].[H-].[H-] (lithium aluminum hydride), O (water), [OH-].[Na+] (sodium hydroxide), O (water). The solvent is O1CCCC1 (tetrahydrofuran), O1CCCC1 (tetrahydrofuran). Reaction conditions: time 5 minute. Product: C(C1=CC=CC=C1)OC1=C(CO)C=C(C=C1)C(OC)OC (2-(benzyloxy)-5-(dimethoxymethyl)benzyl alcohol). The yield is 98.7%. As a reaction SMILES: [H-].[Al+3].[Li+].[H-].[H-].[H-].C[O:8][C:9](=O)[C:10]1[CH:15]=[C:14]([CH:16]([O:19][CH3:20])[O:17][CH3:18])[CH:13]=[CH:12][C:11]=1[O:21][CH2:22][C:23]1[CH:28]=[CH:27][CH:26]=[CH:25][CH:24]=1.O.[OH-].[Na+]>O1CCCC1>[CH2:22]([O:21][C:11]1[CH:12]=[CH:13][C:14]([CH:16]([O:17][CH3:18])[O:19][CH3:20])=[CH:15][C:10]=1[CH2:9][OH:8])[C:23]1[CH:28]=[CH:27][CH:26]=[CH:25][CH:24]=1 |f:0.1.2.3.4.5,8.9|. Reported procedure: 7 g of lithium aluminum hydride was suspended in 200 ml of tetrahydrofuran under ice-cooling, and 100 ml of tetrahydrofuran solution containing 39.08 g of 2-(benzyloxy)-5-(dimethoxymethyl)benzoic acid methyl ester was added thereto. After stirring for 5 minutes, water, 15% sodium hydroxide and water were added, followed by filtration. The filtrate was evaporated, to give 35.15 g of 2-(benzyloxy)-5-(dimethoxymethyl)benzyl alcohol. This crude product was dissolved in 250 ml of toluene, and 40 g of... Reactants: CS(C)=O, O=S(=O)(CCl)c1ccccc1, Cl, [K+], O=[N+]([O-])c1cc[n+]([O-])cc1, [OH-], O. Product: O=[N+]([O-])c1cc[n+]([O-])cc1CS(=O)(=O)c1ccccc1. As a reaction SMILES: [CH3:25][S:26]([CH3:27])=[O:28].[Cl:11][CH2:12][S:13](=[O:14])(=[O:15])[c:16]1[cH:17][cH:18][cH:19][cH:20][cH:21]1.[ClH:24].[K+:23].[N+:1](=[O:2])([O-:3])[c:4]1[cH:5][cH:6][n+:7]([O-:10])[cH:8][cH:9]1.[OH-:22].[OH2:29]>>[N+:1](=[O:2])([O-:3])[c:4]1[c:5]([CH2:12][S:13](=[O:14])(=[O:15])[c:16]2[cH:17][cH:18][cH:19][cH:20][cH:21]2)[cH:6][n+:7]([O-:10])[cH:8][cH:9]1.